Dataset: the Open Reaction Database (ORD), a public repository of structured organic reaction records. Task: describe an organic reaction: reactants, conditions, products, and yield Reactants: COC1=CC=C(C=O)C=C1 (4-methoxybenzaldehyde), ClC1=CC=C(C=C1)S (4-chlorothiophenol), [Cl-].[Ca+2].[Cl-] (calcium chloride), Cl (hydrogen chloride). The solvent is C(Cl)Cl (methylene chloride), C(Cl)Cl (methylene chloride). Conditions: time 8 hour. Yields the product ClC1=CC=C(C=C1)SC(C1=CC=C(C=C1)OC)Cl (4-Methoxy-α-chlorobenzyl 4-chlorophenyl thioether). The yield is 97.4%. RXN SMILES: [Cl:1][C:2]1[CH:7]=[CH:6][C:5]([SH:8])=[CH:4][CH:3]=1.[CH3:9][O:10][C:11]1[CH:18]=[CH:17][C:14]([CH:15]=O)=[CH:13][CH:12]=1.[Cl-:19].[Ca+2].[Cl-].Cl>C(Cl)Cl>[Cl:1][C:2]1[CH:7]=[CH:6][C:5]([S:8][CH:15]([Cl:19])[C:14]2[CH:17]=[CH:18][C:11]([O:10][CH3:9])=[CH:12][CH:13]=2)=[CH:4][CH:3]=1 |f:2.3.4|. Procedure details: 144 g of 4-chlorothiophenol in 300 ml of methylene chloride are initially introduced, and 136 g of 4-methoxybenzaldehyde in 300 ml of methylene chloride are added. After the addition of 80 g of calcium chloride, dry hydrogen chloride is introduced into the mixture for 6 hours. After the mixture has stood overnight, it is filtered and the methylene chloride solution is concentrated. The solid product is recrystallised from petroleum ether. 210 g of crystals of melting point 76° to 77° C. are obta... Starting materials: BrC=1C(=NC=C(C1)C#N)Cl (3-Bromo-2-chloro-5-cyanopyridine), C(=O)O (formic acid), aldehyde. The reagents and catalysts are [Ni].[Al] (Raney nickel aluminium). Run in O (water), C1(=CC=CC=C1)C (toluene). Reaction conditions: time 2 day. Product: BrC=1C(=NC=C(C1)C=O)Cl (3-bromo-2-chloro-5-formylpyridine). RXN SMILES: [Br:1][C:2]1[C:3]([Cl:10])=[N:4][CH:5]=[C:6]([C:8]#N)[CH:7]=1.C(O)=[O:12]>O.C1(C)C=CC=CC=1.[Ni].[Al]>[Br:1][C:2]1[C:3]([Cl:10])=[N:4][CH:5]=[C:6]([CH:8]=[O:12])[CH:7]=1 |f:4.5|. Reported procedure: 3-Bromo-2-chloro-5-cyanopyridine (8.6 g) in 90% formic acid (40 ml) and water (10 ml) were treated with Raney nickel/aluminium alloy (8.0 g) and the mixture stirred and heated to 55°-60° for 6 hours. The mixture was left to stand for two days, and then filtered. The filtrate was diluted to 500 ml with water and extracted with ether (2×250 ml). The ether extract was washed with aqueous sodium carbonate, dried, and evaporated to give an oil. The oil was diluted with toluene which was then removed ... Starting materials: Cc1c(OCC(F)(F)F)ccnc1CSc1nc2ccccc2[nH]1, CCO, NC(N)=O, [Na+], [Na+], [Na+], [OH-], O, O, O, O, O, O, O, OO, O=S([O-])([O-])=S. Yields the product Cc1c(OCC(F)(F)F)ccnc1CS(=O)c1nc2ccccc2[nH]1. Reaction SMILES: [CH3:2][c:3]1[c:4]([CH2:15][S:16][c:17]2[n:18][c:19]3[c:20]([nH:21]2)[cH:22][cH:23][cH:24][cH:25]3)[n:5][cH:6][cH:7][c:8]1[O:9][CH2:10][C:11]([F:12])([F:13])[F:14].[CH3:46][CH2:47][OH:48].[NH2:26][C:27](=[O:28])[NH2:29].[Na+:42].[Na+:43].[Na+:45].[OH-:44].[OH2:1].[OH2:32].[OH2:33].[OH2:34].[OH2:35].[OH2:36].[OH2:49].[OH:30][OH:31].[S:37]([O-:38])([O-:39])(=[O:40])=[S:41]>>[CH3:2][c:3]1[c:4]([CH2:15][S:16]([c:17]2[nH:18][c:19]3[c:20]([n:21]2)[cH:22][cH:23][cH:24][cH:25]3)=[O:28])[n:5][cH:6][cH:7][c:8]1[O:9][CH2:10][C:11]([F:12])([F:13])[F:14]. The reactants are O (water), BrC1=NC=CC=C1C=O (2-bromo-3-pyrdinecarboxaldehyde), NC1=C(C=CC=C1)S (2-aminothiophenol), C(C)(=O)[O-].[Pb+4].C(C)(=O)[O-].C(C)(=O)[O-].C(C)(=O)[O-] (lead (IV) acetate). The solvent is C(C)(=O)O (acetic acid). Reaction conditions: time 30 minute. Yields the product BrC1=NC=CC=C1C=1SC2=C(N1)C=CC=C2 (2-(2-bromopyridin-3-yl)benzo[d]thiazole). As a reaction SMILES: [Br:1][C:2]1[C:7]([CH:8]=O)=[CH:6][CH:5]=[CH:4][N:3]=1.[NH2:10][C:11]1[CH:16]=[CH:15][CH:14]=[CH:13][C:12]=1[SH:17].C([O-])(=O)C.[Pb+4].C([O-])(=O)C.C([O-])(=O)C.C([O-])(=O)C.O>C(O)(=O)C>[Br:1][C:2]1[C:7]([C:8]2[S:17][C:12]3[CH:13]=[CH:14][CH:15]=[CH:16][C:11]=3[N:10]=2)=[CH:6][CH:5]=[CH:4][N:3]=1 |f:2.3.4.5.6|. Procedure: 6.58 g (34.0 mmol) of 2-bromo-3-pyrdinecarboxaldehyde and 5.5 mL (50.9 mmol) of 2-aminothiophenol were dissolved in 150 mL of acetic acid. The solution was agitated at room temperature for 30 minutes. Next, 19.0 g (40.8 mmol) of lead (IV) acetate was added thereto. The resulting product was agitated at 50° C. for 1 hour. Then, water was added to the acquired reactant. The mixture was extracted with ethyl acetate and treated under reduced pressure to remove the solvent, obtaining 5.55 g (Y=55%) o... The reactants are C(C)(C)[N-]C(C)C.[Li+] (lithium diisopropyl amide), P(=O)(OCC)(OCC)Cl (diethyl chlorophosphate), [Li]CCCC (n-BuLi), Cl (HCl), CC1(OC2=CC(=C(C=C2C(C1)(C)C)C(C)=O)C)C (2,2,4,4,7-pentamethyl-6-acetyl-chroman), CC1(OC2=CC(=C(C=C2C(C1)(C)C)C(C)=O)C)C (2,2,4,4,7-pentamethyl-6-acetyl-chroman), [Li]CCCC (n-BuLi), C(C)(C)NC(C)C (diisopropylamine). The solvent is C1CCOC1 (THF), CCCCCC (hexane), CCCCCC (hexane), O (water), C1CCOC1 (THF), C1CCOC1 (THF). Conditions: temperature -78 celsius, time 45 minute. The product is CC1(OC2=CC(=C(C=C2C(C1)(C)C)C#C)C)C (2,2,4,4,7-Pentamethyl-6-ethynyl-chroman). As a reaction SMILES: [Li]CCCC.[CH3:6][C:7]1([CH3:23])[CH2:16][C:15]([CH3:18])([CH3:17])[C:14]2[C:9](=[CH:10][C:11]([CH3:22])=[C:12]([C:19](=O)[CH3:20])[CH:13]=2)[O:8]1.P(Cl)(OCC)(OCC)=O.C([N-]C(C)C)(C)C.[Li+].C(NC(C)C)(C)C.Cl>C1COCC1.CCCCCC.O>[CH3:6][C:7]1([CH3:23])[CH2:16][C:15]([CH3:17])([CH3:18])[C:14]2[C:9](=[CH:10][C:11]([CH3:22])=[C:12]([C:19]#[CH:20])[CH:13]=2)[O:8]1 |f:3.4|. Reported procedure: To a solution of 455 mg (4.5 mmol) of disopropylamine in 5 ml of dry THF at -78 degrees C. was added under argon 3 ml of 1.5 M n-BuLi in hexane. The mixture was stirred at -78 degrees C. for a further 45 min and then treated with a solution of 1.07 g (4.3 mmol) of 2,2,4,4,7-pentamethyl-6-acetyl-chroman (Compound 90) in 4 ml of dry THF. The reaction mixture was stirred at -78 degrees C. for 1 h and then treated with 776 mg (4.5 mmol) of diethyl chlorophosphate. The mixture was allowed to warm to ...